describe an organic reaction: reactants, conditions, products, and yield From a dataset of the Open Reaction Database (ORD), a public repository of structured organic reaction records. The reactants are CSC.B (borane methylsulfide), C(C1=CC=CC=C1)(=O)NCCCCC(P(OCC)(=O)OCC)P(OCC)(=O)OCC (tetraethyl N-benzoyl-5-aminopentane-1,1-bisphosphonate), Cl (HCl). Solvent: C1CCOC1 (THF). Conditions: temperature 0 celsius, time 20 minute. The product is C(C1=CC=CC=C1)NCCCCC(P(OCC)(=O)OCC)P(OCC)(=O)OCC (tetraethyl N-benzyl-5-aminopentane-1,1-bisphosphonate). The yield is 45.8%. As a reaction SMILES: [C:1]([NH:9][CH2:10][CH2:11][CH2:12][CH2:13][CH:14]([P:23]([O:28][CH2:29][CH3:30])(=[O:27])[O:24][CH2:25][CH3:26])[P:15]([O:20][CH2:21][CH3:22])(=[O:19])[O:16][CH2:17][CH3:18])(=O)[C:2]1[CH:7]=[CH:6][CH:5]=[CH:4][CH:3]=1.CSC.B.Cl>C1COCC1>[CH2:1]([NH:9][CH2:10][CH2:11][CH2:12][CH2:13][CH:14]([P:23]([O:28][CH2:29][CH3:30])(=[O:27])[O:24][CH2:25][CH3:26])[P:15]([O:20][CH2:21][CH3:22])(=[O:19])[O:16][CH2:17][CH3:18])[C:2]1[CH:3]=[CH:4][CH:5]=[CH:6][CH:7]=1 |f:1.2|. Procedure details: A solution of tetraethyl N-benzoyl-5-aminopentane-1,1-bisphosphonate (0.63 g, 1.36 mmol) in THF (3.4 mL) was cooled to 0° C., and borane methylsulfide (0.34 ml, 3.4 mmol) was added via syringe. The reaction was stirred at 0° C. for 20 minutes, then warmed to 65° C. for 2.5 hours. The reaction mixture was cooled to 0° C. and 6N HCl (4.0 ml) was added carefully. The solvent was removed in vacuo, and the residue was concentrated repeatedly from methanol (2×5 mL). The residue was dissolved in water ... Reactants: CC(C)(C)OC(=O)N1CCC2(CC1)CC(=O)c1nn(C(C)(C)C)cc1O2, CCOC(C)=O, CC(=O)Cl, CO. Yields the product CC(C)(C)n1cc2c(n1)C(=O)CC1(CCNCC1)O2. RXN SMILES: [C:1]([CH3:2])([CH3:3])([CH3:4])[n:5]1[n:6][c:7]2[c:8]([cH:9]1)[O:10][C:11]1([CH2:12][CH2:13][N:14]([C:17]([O:18][C:19]([CH3:20])([CH3:21])[CH3:22])=[O:23])[CH2:15][CH2:16]1)[CH2:24][C:25]2=[O:26].[CH3:27][CH2:28][O:29][C:30](=[O:31])[CH3:32].[CH3:33][C:34](=[O:35])[Cl:36].[CH3:37][OH:38]>>[C:1]([CH3:2])([CH3:3])([CH3:4])[n:5]1[n:6][c:7]2[c:8]([cH:9]1)[O:10][C:11]1([CH2:12][CH2:13][NH:14][CH2:15][CH2:16]1)[CH2:24][C:25]2=[O:26]. The reactants are [I-], C[n+]1ccn(C(=O)N2CCCc3ccccc32)c1, COc1ccc(-c2c(C)c3ccc(O)cc3oc2=O)cc1. Product: COc1ccc(-c2c(C)c3ccc(OC(=O)N4CCCc5ccccc54)cc3oc2=O)cc1. Reaction SMILES: [I-:22].[N:23]1([C:33](=[O:34])[n:35]2[cH:36][cH:37][n+:38]([CH3:39])[cH:40]2)[CH2:24][CH2:25][CH2:26][c:27]2[cH:28][cH:29][cH:30][cH:31][c:32]21.[OH:1][c:2]1[cH:3][cH:4][c:5]2[c:6]([CH3:21])[c:7](-[c:13]3[cH:14][cH:15][c:16]([O:19][CH3:20])[cH:17][cH:18]3)[c:8](=[O:12])[o:9][c:10]2[cH:11]1>>[O:1]([c:2]1[cH:3][cH:4][c:5]2[c:6]([CH3:21])[c:7](-[c:13]3[cH:14][cH:15][c:16]([O:19][CH3:20])[cH:17][cH:18]3)[c:8](=[O:12])[o:9][c:10]2[cH:11]1)[C:33]([N:23]1[CH2:24][CH2:25][CH2:26][c:27]2[cH:28][cH:29][cH:30][cH:31][c:32]21)=[O:34]. The reactants are C(CCC)[Li] (n-butyllithium), C(C1=CC(C=O)=CC=C1)=O (isophthalaldehyde). The reagents and catalysts are [Br-].C[P+](C1=CC=CC=C1)(C1=CC=CC=C1)C1=CC=CC=C1 (methyltriphenylphosphonium bromide). Solvent: C1CCOC1 (THF), C1CCOC1 (THF). Reaction conditions: time 30 minute. Product: C(=C)C=1C=C(C=O)C=CC1 (3-ethenylbenzaldehyde). As a reaction SMILES: [CH2:1]([Li])[CH2:2][CH2:3][CH3:4].[CH:6](=O)[C:7]1C=CC=[C:9]([CH:10]=[O:11])[CH:8]=1>[Br-].C[P+](C1C=CC=CC=1)(C1C=CC=CC=1)C1C=CC=CC=1.C1COCC1>[CH:3]([C:2]1[CH:1]=[C:9]([CH:8]=[CH:7][CH:6]=1)[CH:10]=[O:11])=[CH2:4] |f:2.3|. Procedure details: To a suspension of methyltriphenylphosphonium bromide (27.2 g) in THF (200 mL) at 0° was added dropwise n-butyllithium (47 mL of 1.6M in hexane). The reaction mixture was stirred 30 min at 0° and cooled to -10°. The reaction mixture at -10° was transferred dropwise through a canula to a solution of isophthalaldehyde (10.0 g) in THF (300 mL) at -50°. The reaction was allowed to warm up to room temperature. After 3.5 hours at room temperature the reaction mixture was quenched with NH4OAc buffer (2... Reactants: CON, CC(C)(C)[O-], COc1ccc([N+](=O)[O-])cn1, CS(C)=O, [Cl-], [Cl-], [Cl-], [K+], [NH4+], [Zn+2]. Product: COc1ccc([N+](=O)[O-])c(N)n1. Reaction SMILES: [CH3:12][O:13][NH2:14].[CH3:15][C:16]([CH3:17])([O-:18])[CH3:19].[CH3:1][O:2][c:3]1[cH:4][cH:5][c:6]([N+:9](=[O:10])[O-:11])[cH:7][n:8]1.[CH3:23][S:24]([CH3:25])=[O:26].[Cl-:21].[Cl-:27].[Cl-:28].[K+:20].[NH4+:22].[Zn+2:29]>>[CH3:1][O:2][c:3]1[cH:4][cH:5][c:6]([N+:9](=[O:10])[O-:11])[c:7]([NH2:14])[n:8]1. RXN SMILES: [CH3:16][C:17]([OH:18])=[O:19].[NH2:1][c:2]1[n:3][c:4]2[n:5][cH:6][c:7]([CH2:13][O:14][CH3:15])[n:8][c:9]2[c:10]([NH2:12])[n:11]1.[Na+:21].[OH-:20]>>[NH2:1][c:2]1[n:3][c:4]2[n:5][cH:6][c:7]([CH2:13][O:14][CH3:15])[n:8][c:9]2[c:10](=[O:18])[nH:11]1. The reactants are CC(=O)O, COCc1cnc2nc(N)nc(N)c2n1, [Na+], [OH-]. The product is COCc1cnc2nc(N)[nH]c(=O)c2n1.